From a dataset of the Open Reaction Database (ORD), a public repository of structured organic reaction records. describe an organic reaction: reactants, conditions, products, and yield Starting materials: COC(=O)c1nc(NC(C)=O)ccc1OCc1ccccc1, C, CO, [Pd]. Product: COC(=O)c1nc(NC(C)=O)ccc1O. Reaction SMILES: [C:1]([CH3:2])(=[O:3])[NH:4][c:5]1[cH:6][cH:7][c:8]([O:15][CH2:16][c:17]2[cH:18][cH:19][cH:20][cH:21][cH:22]2)[c:9]([C:11](=[O:12])[O:13][CH3:14])[n:10]1.[C:23].[CH3:25][OH:26].[Pd:24]>>[C:1]([CH3:2])(=[O:3])[NH:4][c:5]1[cH:6][cH:7][c:8]([OH:15])[c:9]([C:11](=[O:12])[O:13][CH3:14])[n:10]1. The reactants are C1CCOC1, O=C(Cl)Oc1ccccc1, c1ccncc1, Nc1cc(C(F)(F)F)ccc1Oc1cccnc1. Yields the product O=C(Nc1cc(C(F)(F)F)ccc1Oc1cccnc1)Oc1ccccc1. RXN SMILES: [CH2:35]1[O:36][CH2:37][CH2:38][CH2:39]1.[Cl:25][C:26](=[O:27])[O:28][c:29]1[cH:30][cH:31][cH:32][cH:33][cH:34]1.[cH:19]1[cH:20][cH:21][n:22][cH:23][cH:24]1.[n:1]1[cH:2][c:3]([O:7][c:8]2[c:9]([NH2:10])[cH:11][c:12]([C:15]([F:16])([F:17])[F:18])[cH:13][cH:14]2)[cH:4][cH:5][cH:6]1>>[n:1]1[cH:2][c:3]([O:7][c:8]2[c:9]([NH:10][C:26](=[O:27])[O:28][c:29]3[cH:30][cH:31][cH:32][cH:33][cH:34]3)[cH:11][c:12]([C:15]([F:16])([F:17])[F:18])[cH:13][cH:14]2)[cH:4][cH:5][cH:6]1. Reactants: CC(C)(C)OC(=O)NCc1ccc(CO)o1, Cc1ccccc1, C1CCC2=NCCCN2CC1, [N-]=[N+]=NP(=O)(c1ccccc1)c1ccccc1. Product: CC(C)(C)OC(=O)NCc1ccc(CN=[N+]=[N-])o1. Reaction SMILES: [C:1]([CH3:2])([CH3:3])([CH3:4])[O:5][C:6]([NH:7][CH2:8][c:9]1[o:10][c:11]([CH2:14][OH:15])[cH:12][cH:13]1)=[O:16].[CH3:45][c:46]1[cH:47][cH:48][cH:49][cH:50][cH:51]1.[N:17]12[CH2:18][CH2:19][CH2:20][N:21]=[C:22]1[CH2:23][CH2:24][CH2:25][CH2:26][CH2:27]2.[c:28]1([P:29]([c:30]2[cH:31][cH:32][cH:33][cH:34][cH:35]2)(=[O:36])[N:42]=[N+:43]=[N-:44])[cH:37][cH:38][cH:39][cH:40][cH:41]1>>[C:1]([CH3:2])([CH3:3])([CH3:4])[O:5][C:6]([NH:7][CH2:8][c:9]1[o:10][c:11]([CH2:14][N:42]=[N+:43]=[N-:44])[cH:12][cH:13]1)=[O:16]. Starting materials: solution, [F-].C(CCC)[N+](CCCC)(CCCC)CCCC (tetra-n-butylammonium fluoride), C(C1=CC=CC=C1)OCC1=NC(=C2N=CN(C2=N1)[C@@H]1O[C@@H]([C@H]([C@H]1O[Si](C)(C)C(C)(C)C)O[Si](C)(C)C(C)(C)C)COC)NCC(C1=CC=CC=C1)C1=CC=CC=C1 (2-[(Benzyloxy)methyl]-9-[(2R,3R,4R,5R)-3,4-bis{[tert-butyl(dimethyl)silyl]oxy}-5-(methoxymethyl)tetrahydro-2-furanyl]-N-(2,2-diphenylethyl)-9H-purin-6-amine). The solvent is O1CCCC1 (tetrahydrofuran), O1CCCC1 (tetrahydrofuran). Run at time 15 minute. Yields the product C(C1=CC=CC=C1)OCC1=NC(=C2N=CN(C2=N1)[C@@H]1O[C@@H]([C@H]([C@H]1O)O)COC)NCC(C1=CC=CC=C1)C1=CC=CC=C1 ((2R,3R,4S,5R)-2-{2-[(Benzyloxy)methyl]-6-[(2,2-diphenylethyl)amino]-9H-purin-9-yl}-5-(methoxymethyl)tetrahydro-3,4-furandiol). Yield: 53.7%. RXN SMILES: [CH2:1]([O:8][CH2:9][C:10]1[N:18]=[C:17]2[C:13]([N:14]=[CH:15][N:16]2[C@H:19]2[C@H:23]([O:24][Si](C(C)(C)C)(C)C)[C@H:22]([O:32][Si](C(C)(C)C)(C)C)[C@@H:21]([CH2:40][O:41][CH3:42])[O:20]2)=[C:12]([NH:43][CH2:44][CH:45]([C:52]2[CH:57]=[CH:56][CH:55]=[CH:54][CH:53]=2)[C:46]2[CH:51]=[CH:50][CH:49]=[CH:48][CH:47]=2)[N:11]=1)[C:2]1[CH:7]=[CH:6][CH:5]=[CH:4][CH:3]=1.[F-].C([N+](CCCC)(CCCC)CCCC)CCC>O1CCCC1>[CH2:1]([O:8][CH2:9][C:10]1[N:18]=[C:17]2[C:13]([N:14]=[CH:15][N:16]2[C@H:19]2[C@H:23]([OH:24])[C@H:22]([OH:32])[C@@H:21]([CH2:40][O:41][CH3:42])[O:20]2)=[C:12]([NH:43][CH2:44][CH:45]([C:46]2[CH:47]=[CH:48][CH:49]=[CH:50][CH:51]=2)[C:52]2[CH:53]=[CH:54][CH:55]=[CH:56][CH:57]=2)[N:11]=1)[C:2]1[CH:3]=[CH:4][CH:5]=[CH:6][CH:7]=1 |f:1.2|. Procedure: 2-[(Benzyloxy)methyl]-9-[(2R,3R,4R,5R)-3,4-bis{[tert-butyl(dimethyl)silyl]oxy}-5-(methoxymethyl)tetrahydro-2-furanyl]-N-(2,2-diphenylethyl)-9H-purin-6-amine (65 mg, 0.08 mmol) (preparation 24) was dissolved in stirred tetrahydrofuran (10 ml) and a 1 molar solution of tetra-n-butylammonium fluoride in tetrahydrofuran (0.5 ml, 0.5 mmol) added. The reaction mixture was stirred at room temperature for 15 min. The solvent was removed under reduced pressure and the residue partitioned between saturate... Starting materials: CN(C)c1ccccc1, [NH2-], [Na], c1ccc(Sc2cccnc2)cc1. The product is Nc1ncccc1Sc1ccccc1. As a reaction SMILES: [CH3:16][N:17]([CH3:18])[c:19]1[cH:20][cH:21][cH:22][cH:23][cH:24]1.[NH2-:15].[Na:14].[c:1]1([S:7][c:8]2[cH:9][n:10][cH:11][cH:12][cH:13]2)[cH:2][cH:3][cH:4][cH:5][cH:6]1>>[c:1]1([S:7][c:8]2[c:9]([NH2:17])[n:10][cH:11][cH:12][cH:13]2)[cH:2][cH:3][cH:4][cH:5][cH:6]1. The reactants are C1CCOC1, [Li]CCCC, COB(OC)OC, CC(=O)O, Cl, CCCCCC1CCc2ccc(F)c(F)c2O1, O, OO. Yields the product CCCCCC1CCc2cc(O)c(F)c(F)c2O1. As a reaction SMILES: [CH2:33]1[O:34][CH2:35][CH2:36][CH2:37]1.[CH3:18][CH2:19][CH2:20][CH2:21][Li:22].[CH3:23][O:24][B:25]([O:26][CH3:27])[O:28][CH3:29].[CH3:39][C:40](=[O:41])[OH:42].[ClH:32].[F:1][c:2]1[cH:3][cH:4][c:5]2[c:10]([c:11]1[F:12])[O:9][CH:8]([CH2:13][CH2:14][CH2:15][CH2:16][CH3:17])[CH2:7][CH2:6]2.[OH2:38].[OH:30][OH:31]>>[F:1][c:2]1[c:3]([OH:24])[cH:4][c:5]2[c:10]([c:11]1[F:12])[O:9][CH:8]([CH2:13][CH2:14][CH2:15][CH2:16][CH3:17])[CH2:7][CH2:6]2.